This data is from the Open Reaction Database (ORD), a public repository of structured organic reaction records. The task is: describe an organic reaction: reactants, conditions, products, and yield As a reaction SMILES: [CH2:1]([NH:9][C:10](=[O:16])[C:11]([O:13]CC)=[O:12])[CH2:2][CH2:3][CH2:4][CH2:5][CH2:6][CH2:7][CH3:8].[OH-].[Na+]>CO>[CH2:1]([NH:9][C:10](=[O:16])[C:11]([OH:13])=[O:12])[CH2:2][CH2:3][CH2:4][CH2:5][CH2:6][CH2:7][CH3:8] |f:1.2|. Product: C(CCCCCCC)NC(C(=O)O)=O (N-(n-Octyl)oxamic acid). Reported procedure: To a solution of ethyl N-(n-octyl)oxamate (5 g., 0.022 mole) in methanol (50 ml.) is added slowly NaOH solution (20 ml. of 1 N NaOH diluted with 25 ml. of H2O). After standing for one hour, the mixture is evaporated until the residue is mainly solid. 6 N HCl solution (75 ml.) is added. After stirring for 1 hour the solids are removed by filtration and dried. The yield of N-(n-octyl)oxamic is 3.85 g. (m.p. 89°-93° C.). Run in CO (methanol). Reactants: C(CCCCCCC)NC(C(=O)OCC)=O (ethyl N-(n-octyl)oxamate), [OH-].[Na+] (NaOH). Conditions: time 1 hour. The reactants are C(=CC1=CC=CC=C1)P(O)(=O)O (beta-styrenephosphonic acid), vinylphosphonyl dichloride, CC(C)(C#N)N=NC(C)(C)C#N (AIBN). Run in O (water). Product: C(=CC1=CC=CC=C1)P(O)(=O)O.C(=C)P(O)(O)=O (Beta-styrenephosphonic Acid Vinylphosphonic Acid). RXN SMILES: [CH:1]([P:9]([OH:12])(=[O:11])[OH:10])=[CH:2][C:3]1[CH:8]=[CH:7][CH:6]=[CH:5][CH:4]=1.CC(N=NC(C#N)(C)C)(C#N)C>O>[CH:1]([P:9]([OH:12])(=[O:10])[OH:11])=[CH:2][C:3]1[CH:8]=[CH:7][CH:6]=[CH:5][CH:4]=1.[CH:1]([P:9](=[O:10])([OH:12])[OH:11])=[CH2:2] |f:3.4|. Procedure: A mixture of 10.68 g. (0.058M) of beta-styrenephosphonic acid, 6.0 ml. (8.4 g, 0.058M) of vinylphosphonyl dichloride, and 0.5 g. of AIBN is heated, with stirring, under an anhydrous nitrogen atmosphere intermittently for a few hours, then overnight at 80°-90° C. The material is transferred to a beaker with 60-70 ml. of water. A crystalline precipitate forms as the warm solution cools. The mixture is filtered, the aqueous filtrate is diluted to 125 ml. with water, and the resulting solution is di... Yields the product O=[N+]([O-])c1cccc(OCc2cccc(F)c2)c1. Reaction SMILES: [Br:11][CH2:12][c:13]1[cH:14][c:15]([F:19])[cH:16][cH:17][cH:18]1.[C:20](=[O:21])([O-:22])[O-:23].[CH2:28]([N+:29]([CH2:30][CH2:31][CH2:32][CH3:33])([CH2:34][CH2:35][CH2:36][CH3:37])[CH2:38][CH2:39][CH2:40][CH3:41])[CH2:42][CH2:43][CH3:44].[CH3:45][N:46]([CH3:47])[CH:48]=[O:49].[I-:27].[K+:24].[K+:25].[N+:1](=[O:2])([O-:3])[c:4]1[cH:5][c:6]([OH:10])[cH:7][cH:8][cH:9]1.[OH2:26]>>[N+:1](=[O:2])([O-:3])[c:4]1[cH:5][c:6]([O:10][CH2:12][c:13]2[cH:14][c:15]([F:19])[cH:16][cH:17][cH:18]2)[cH:7][cH:8][cH:9]1. Starting materials: Fc1cccc(CBr)c1, O=C([O-])[O-], CCCC[N+](CCCC)(CCCC)CCCC, CN(C)C=O, [I-], [K+], [K+], O=[N+]([O-])c1cccc(O)c1, O. Starting materials: CCOC(C)=O, CO, COc1ccc(CN2CCc3cc(C4(C(F)F)CC4)ccc3C2=O)cc1, O=C(O)C(F)(F)F. The product is O=C1NCCc2cc(C3(C(F)F)CC3)ccc21. RXN SMILES: [CH2:27]([O:28][C:29](=[O:30])[CH3:31])[CH3:32].[CH3:33][OH:34].[F:1][CH:2]([C:3]1([c:6]2[cH:7][c:8]3[c:13]([cH:14][cH:15]2)[C:12](=[O:16])[N:11]([CH2:17][c:18]2[cH:19][cH:20][c:21]([O:22][CH3:23])[cH:24][cH:25]2)[CH2:10][CH2:9]3)[CH2:4][CH2:5]1)[F:26].[F:35][C:36]([F:37])([F:38])[C:39]([OH:40])=[O:41]>>[F:1][CH:2]([C:3]1([c:6]2[cH:7][c:8]3[c:13]([cH:14][cH:15]2)[C:12](=[O:16])[NH:11][CH2:10][CH2:9]3)[CH2:4][CH2:5]1)[F:26]. Product: OC[C@]1(CC=2N(CCS1)C(=NN2)C2(CC2)C2=CC=C(C=C2)C2=NC=C(C#N)C=C2)C (6-(4-{1-[(8R)-8-(Hydroxymethyl)-8-methyl-5,6,8,9-tetrahydro[1,2,4]triazolo[4,3-d][1,4]thiazepin-3-yl]cyclopropyl}phenyl)nicotinonitrile). Procedure details: The compound (375 mg, 0.70 mmol) obtained in Example 61-1) was dissolved in tetrahydrofuran (7 mL). Tetrabutylammonium fluoride (1.0 mol/L tetrahydrofuran solution, 0.84 mL, 0.84 mmol) was added to the solution at room temperature, and the mixture was stirred at room temperature for 1 h under a nitrogen atmosphere. Saturated aqueous sodium hydrogencarbonate (10 mL) was added to the reaction mixture, and the mixture was extracted with ethyl acetate (50 mL). The organic layer was washed with satur... Starting materials: [F-].C(CCC)[N+](CCCC)(CCCC)CCCC (Tetrabutylammonium fluoride), [Si](C)(C)(C(C)(C)C)OC[C@]1(CC=2N(CCS1)C(=NN2)C2(CC2)C2=CC=C(C=C2)C2=NC=C(C#N)C=C2)C (6-(4-{1-[(8R)-8-({[t-Butyl(dimethyl)silyl]oxy}methyl)-8-methyl-5,6,8,9-tetrahydro[1,2,4]triazolo[4,3-d][1,4]thiazepin-3-yl]cyclopropyl}phenyl)nicotinonitrile), C(O)([O-])=O.[Na+] (sodium hydrogencarbonate). Reaction SMILES: [Si]([O:8][CH2:9][C@:10]1([CH3:37])[S:16][CH2:15][CH2:14][N:13]2[C:17]([C:20]3([C:23]4[CH:28]=[CH:27][C:26]([C:29]5[CH:36]=[CH:35][C:32]([C:33]#[N:34])=[CH:31][N:30]=5)=[CH:25][CH:24]=4)[CH2:22][CH2:21]3)=[N:18][N:19]=[C:12]2[CH2:11]1)(C(C)(C)C)(C)C.[F-].C([N+](CCCC)(CCCC)CCCC)CCC.C(=O)([O-])O.[Na+]>O1CCCC1>[OH:8][CH2:9][C@:10]1([CH3:37])[S:16][CH2:15][CH2:14][N:13]2[C:17]([C:20]3([C:23]4[CH:28]=[CH:27][C:26]([C:29]5[CH:36]=[CH:35][C:32]([C:33]#[N:34])=[CH:31][N:30]=5)=[CH:25][CH:24]=4)[CH2:22][CH2:21]3)=[N:18][N:19]=[C:12]2[CH2:11]1 |f:1.2,3.4|. Run in O1CCCC1 (tetrahydrofuran). Yield: 71.2%. Reaction conditions: time 1 hour. The reactants are ClC1=NC=CC(=N1)Cl (2,4-dichloro-pyrimidine), S1C2=C(C=C1B(O)O)C=CC=C2 (benzo[b]thiophen-2-boronic acid), NC1CC(N(C(C1)(C)C)O)(C)C (4-amino-2,2,6,6-tetramethylpiperidine-1-ol). Product: S1C2=C(C=C1C1=NC(=NC=C1)NC1CC(N(C(C1)(C)C)O)(C)C)C=CC=C2 (4-(4-Benzo[b]thiophen-2-yl-pyrimidin-2-ylamino)-2,2,6,6-tetramethyl-piperidin-1-ol). RXN SMILES: Cl[C:2]1[N:7]=[C:6](Cl)[CH:5]=[CH:4][N:3]=1.[S:9]1[C:13](B(O)O)=[CH:12][C:11]2[CH:17]=[CH:18][CH:19]=[CH:20][C:10]1=2.[NH2:21][CH:22]1[CH2:27][C:26]([CH3:29])([CH3:28])[N:25]([OH:30])[C:24]([CH3:32])([CH3:31])[CH2:23]1>>[S:9]1[C:13]([C:6]2[CH:5]=[CH:4][N:3]=[C:2]([NH:21][CH:22]3[CH2:27][C:26]([CH3:28])([CH3:29])[N:25]([OH:30])[C:24]([CH3:32])([CH3:31])[CH2:23]3)[N:7]=2)=[CH:12][C:11]2[CH:17]=[CH:18][CH:19]=[CH:20][C:10]1=2. Procedure: The title compound was prepared analogous to Method A, starting from 2,4-dichloro-pyrimidine, benzo[b]thiophen-2-boronic acid and 4-amino-2,2,6,6-tetramethylpiperidine-1-ol.